This data is from the Open Reaction Database (ORD), a public repository of structured organic reaction records. The task is: describe an organic reaction: reactants, conditions, products, and yield Starting materials: N#Cc1ccc(F)cc1Br, [Mg+]Cc1ccccc1, [Cl-], ClCc1ccccc1, [Mg], O=C(O)CC(O)(CC(=O)O)C(=O)O. Yields the product O=C(Cc1ccccc1)c1ccc(F)cc1Br. Reaction SMILES: [Br:1][c:2]1[c:3]([C:4]#[N:5])[cH:6][cH:7][c:8]([F:10])[cH:9]1.[CH2:12]([c:13]1[cH:14][cH:15][cH:16][cH:17][cH:18]1)[Mg+:19].[Cl-:11].[Cl:21][CH2:22][c:23]1[cH:24][cH:25][cH:26][cH:27][cH:28]1.[Mg:20].[OH:29][C:30]([CH2:31][C:32]([C:33](=[O:34])[OH:35])([CH2:36][C:37](=[O:38])[OH:39])[OH:40])=[O:41]>>[Br:1][c:2]1[c:3]([C:4]([CH2:12][c:13]2[cH:14][cH:15][cH:16][cH:17][cH:18]2)=[O:29])[cH:6][cH:7][c:8]([F:10])[cH:9]1.